This data is from the Open Reaction Database (ORD), a public repository of structured organic reaction records. The task is: describe an organic reaction: reactants, conditions, products, and yield Reactants: FC(C=1C=C(CN(C=2N=NN(N2)C)CC2=C(C=CC(=C2)C(F)(F)F)C(O)C2CCOCC2)C=C(C1)C(F)(F)F)(F)F ((2-(((3,5-bis(trifluoromethyl)benzyl)(2-methyl-2H-tetrazol-5-yl)amino)methyl)-4-(trifluoromethyl)phenyl)(tetrahydro-2H-pyran-4-yl)methanol), [H-].[Na+] (sodium hydride), ICC (iodoethane). Reagents/catalysts: CN(C)C=O (DMF). Run in C1CCOC1 (THF). Run at time 30 minute. Product: FC(C=1C=C(CN(C=2N=NN(N2)C)CC2=C(C=CC(=C2)C(F)(F)F)C(C2CCOCC2)OCC)C=C(C1)C(F)(F)F)(F)F ((3,5-Bis-trifluoromethyl-benzyl)-{2-[ethoxy-(tetrahydro-pyran-4-yl)-methyl]-5-trifluoromethyl-benzyl}-(2-methyl-2H-tetrazol-5-yl)-amine). The yield is 53.8%. As a reaction SMILES: [F:1][C:2]([F:41])([F:40])[C:3]1[CH:4]=[C:5]([CH:33]=[C:34]([C:36]([F:39])([F:38])[F:37])[CH:35]=1)[CH2:6][N:7]([CH2:14][C:15]1[CH:20]=[C:19]([C:21]([F:24])([F:23])[F:22])[CH:18]=[CH:17][C:16]=1[CH:25]([CH:27]1[CH2:32][CH2:31][O:30][CH2:29][CH2:28]1)[OH:26])[C:8]1[N:9]=[N:10][N:11]([CH3:13])[N:12]=1.[H-].[Na+].I[CH2:45][CH3:46]>C1COCC1.CN(C=O)C>[F:41][C:2]([F:40])([F:1])[C:3]1[CH:4]=[C:5]([CH:33]=[C:34]([C:36]([F:39])([F:37])[F:38])[CH:35]=1)[CH2:6][N:7]([CH2:14][C:15]1[CH:20]=[C:19]([C:21]([F:22])([F:23])[F:24])[CH:18]=[CH:17][C:16]=1[CH:25]([O:26][CH2:45][CH3:46])[CH:27]1[CH2:32][CH2:31][O:30][CH2:29][CH2:28]1)[C:8]1[N:9]=[N:10][N:11]([CH3:13])[N:12]=1 |f:1.2|. Procedure: To a solution of (2-(((3,5-bis(trifluoromethyl)benzyl)(2-methyl-2H-tetrazol-5-yl)amino)methyl)-4-(trifluoromethyl)phenyl)(tetrahydro-2H-pyran-4-yl)methanol (20.4 mg, 0.034 mmo) in THF (0.15 mL) at 0° C. was added sodium hydride (60% dispersion in mineral oil, 4.1 mg, 0.10 mmol). The mixture was stirred at room temperature for 30 minutes, recooled to 0° C. and DMF (5 drops) was added followed by iodoethane (8 μL, 0.10 mmol). The mixture was stirred at room temperature overnight. Solvent was remov...